This data is from the Open Reaction Database (ORD), a public repository of structured organic reaction records. The task is: describe an organic reaction: reactants, conditions, products, and yield Starting materials: COC(=O)c1cccc(-c2ccc(C(C)=O)o2)c1, CCO, Cl, [Na+], [OH-]. Product: CC(=O)c1ccc(-c2cccc(C(=O)O)c2)o1. Reaction SMILES: [C:1]([CH3:2])(=[O:3])[c:4]1[cH:5][cH:6][c:7](-[c:9]2[cH:10][c:11]([C:12](=[O:13])[O:14][CH3:15])[cH:16][cH:17][cH:18]2)[o:8]1.[CH3:22][CH2:23][OH:24].[ClH:21].[Na+:20].[OH-:19]>>[C:1]([CH3:2])(=[O:3])[c:4]1[cH:5][cH:6][c:7](-[c:9]2[cH:10][c:11]([C:12](=[O:13])[OH:14])[cH:16][cH:17][cH:18]2)[o:8]1. Reactants: [BH4-], CO, Cl, [Li+], Cc1ccccc1C=Nn1c(=O)c(C2=NS(=O)(=O)c3ccccc3N2)c(O)c2ccccc21, C1CCOC1, O. Product: Cc1ccccc1CNn1c(=O)c(C2=NS(=O)(=O)c3ccccc3N2)c(O)c2ccccc21. As a reaction SMILES: [BH4-:36].[CH3:34][OH:35].[ClH:38].[Li+:37].[O:1]=[S:2]1(=[O:33])[N:3]=[C:4]([c:12]2[c:13](=[O:32])[n:14]([N:23]=[CH:24][c:25]3[c:26]([CH3:31])[cH:27][cH:28][cH:29][cH:30]3)[c:15]3[cH:16][cH:17][cH:18][cH:19][c:20]3[c:21]2[OH:22])[NH:5][c:6]2[c:7]1[cH:8][cH:9][cH:10][cH:11]2.[O:39]1[CH2:40][CH2:41][CH2:42][CH2:43]1.[OH2:44]>>[O:1]=[S:2]1(=[O:33])[N:3]=[C:4]([c:12]2[c:13](=[O:32])[n:14]([NH:23][CH2:24][c:25]3[c:26]([CH3:31])[cH:27][cH:28][cH:29][cH:30]3)[c:15]3[cH:16][cH:17][cH:18][cH:19][c:20]3[c:21]2[OH:22])[NH:5][c:6]2[c:7]1[cH:8][cH:9][cH:10][cH:11]2. Starting materials: C(#N)C1=CC=C(C=C1)O (4-cyanophenol), BrCCCCCC1=NOC(=C1)C (3-(5-bromopentyl)-5-methylisoxazole), C([O-])([O-])=O.[K+].[K+] (potassium carbonate), [I-].[K+] (potassium iodide). Solvent: C(C)#N (acetonitrile). Product: C(#N)C1=CC=C(OCCCCCC2=NOC(=C2)C)C=C1 (3-[5-(4-cyanophenoxy)pentyl]-5-methylisoxazole). Isolated yield 53.6%. Reaction SMILES: [C:1]([C:3]1[CH:8]=[CH:7][C:6]([OH:9])=[CH:5][CH:4]=1)#[N:2].Br[CH2:11][CH2:12][CH2:13][CH2:14][CH2:15][C:16]1[CH:20]=[C:19]([CH3:21])[O:18][N:17]=1.C(=O)([O-])[O-].[K+].[K+].[I-].[K+]>C(#N)C>[C:1]([C:3]1[CH:8]=[CH:7][C:6]([O:9][CH2:11][CH2:12][CH2:13][CH2:14][CH2:15][C:16]2[CH:20]=[C:19]([CH3:21])[O:18][N:17]=2)=[CH:5][CH:4]=1)#[N:2] |f:2.3.4,5.6|. Procedure details: A mixture of 5.1 g of 4-cyanophenol, 10 g of 3-(5-bromopentyl)-5-methylisoxazole, 8 g of potassium carbonate, 1 g of potassium iodide and 75 ml of acetonitrile was heated at reflux for 24 hours. The product was isolated and distilled, first at 115°-200° C. (0.1 mm) and then at 160°-190° C. (0.05 mm) to yield a yellow oil which crystallized upon cooling. Recrystallization from hexane-ether afforded 6.2 g of 3-[5-(4-cyanophenoxy)pentyl]-5-methylisoxazole, m.p. 61°-62° C. The reactants are [N+](=O)(O)[O-].[N+](=O)(O)[O-].[N+](=O)(O)[O-].[N+](=O)(O)[O-].[N+](=O)(O)[O-].[N+](=O)(O)[O-].[Ce] (ammonium ceric nitrate), COC1=C2C3(CC(CC2=C(C=C1)OC)C(=O)OC)SCCS3 (methyl rac-1',2',3',4'-tetrahydro-5',8'-dimethoxyspiro[1,3-dithiolane-2,4'-naphthalene]-2'-carboxylate). The solvent is O (water), C(C)#N (acetonitrile), O (water), C(C)OCC (diethyl ether). Reaction conditions: time 5 minute. The product is O=C1C=2C3(CC(CC2C(C=C1)=O)C(=O)OC)SCCS3 (methyl rac-1',2',3',4',5',8'-hexahydro-5',8'-dioxospiro-[1,3-dithiolane-2,4'-naphthalene]-2'-carboxylate). Isolated yield 82.8%. RXN SMILES: [N+]([O-])(O)=O.[N+]([O-])(O)=O.[N+]([O-])(O)=O.[N+]([O-])(O)=O.[N+]([O-])(O)=O.[N+]([O-])(O)=O.[Ce].C[O:27][C:28]1[CH:37]=[CH:36][C:35]([O:38]C)=[C:34]2[C:29]=1[C:30]1([S:47][CH2:46][CH2:45][S:44]1)[CH2:31][CH:32]([C:40]([O:42][CH3:43])=[O:41])[CH2:33]2>O.C(#N)C.C(OCC)C>[O:27]=[C:28]1[CH:37]=[CH:36][C:35](=[O:38])[C:34]2[CH2:33][CH:32]([C:40]([O:42][CH3:43])=[O:41])[CH2:31][C:30]3([S:44][CH2:45][CH2:46][S:47]3)[C:29]1=2 |f:0.1.2.3.4.5.6|. Procedure: A solution of 4.90 g (0.009 mol) of ammonium ceric nitrate in 20 ml of water was added to a stirred solution of 1.20 g (0.0035 mol) of methyl rac-1',2',3',4'-tetrahydro-5',8'-dimethoxyspiro[1,3-dithiolane-2,4'-naphthalene]-2'-carboxylate in 100 ml of acetonitrile. The mixture was stirred at room temperature for 5 minutes, then diluted with 100 ml of water and extracted with three 200 ml portions of diethyl ether. The combined diethyl ether extracts were washed with water, dried and evaporated to... Reactants: [BH4-], CC(=O)O, CS(C)=O, O=[N+]([O-])C=Cc1ccc(COc2cc(F)ccn2)cc1, [Na+]. Product: O=[N+]([O-])CCc1ccc(COc2cc(F)ccn2)cc1. As a reaction SMILES: [BH4-:25].[CH3:1][C:2](=[O:3])[OH:4].[CH3:27][S:28](=[O:29])[CH3:30].[F:5][c:6]1[cH:7][c:8]([O:12][CH2:13][c:14]2[cH:15][cH:16][c:17]([CH:20]=[CH:21][N+:22](=[O:23])[O-:24])[cH:18][cH:19]2)[n:9][cH:10][cH:11]1.[Na+:26]>>[F:5][c:6]1[cH:7][c:8]([O:12][CH2:13][c:14]2[cH:15][cH:16][c:17]([CH2:20][CH2:21][N+:22](=[O:23])[O-:24])[cH:18][cH:19]2)[n:9][cH:10][cH:11]1. The reactants are COC1(C=CCO)CCOCC1, [Pb], [Pd]. The product is COC1(CCCO)CCOCC1. Reaction SMILES: [CH3:1][O:2][C:3]1([CH:9]=[CH:10][CH2:11][OH:12])[CH2:4][CH2:5][O:6][CH2:7][CH2:8]1.[Pb:13].[Pd:14]>>[CH3:1][O:2][C:3]1([CH2:9][CH2:10][CH2:11][OH:12])[CH2:4][CH2:5][O:6][CH2:7][CH2:8]1. The reactants are C(#N)CCC(CCC(=O)OCC)(C1=CC=CC=C1)C1=CC=CC=C1 (ethyl 6-cyano-4,4-diphenylhexanoate), [OH-].[Na+] (sodium hydroxide). The solvent is C(C)O (ethanol). Conditions: temperature 60 celsius, time 1 hour. The product is C(#N)CCC(CCC(=O)O)(C1=CC=CC=C1)C1=CC=CC=C1 (6-Cyano-4,4-diphenylhexanoic Acid). Isolated yield 94.5%. As a reaction SMILES: [C:1]([CH2:3][CH2:4][C:5]([C:19]1[CH:24]=[CH:23][CH:22]=[CH:21][CH:20]=1)([C:13]1[CH:18]=[CH:17][CH:16]=[CH:15][CH:14]=1)[CH2:6][CH2:7][C:8]([O:10]CC)=[O:9])#[N:2].[OH-].[Na+]>C(O)C>[C:1]([CH2:3][CH2:4][C:5]([C:19]1[CH:24]=[CH:23][CH:22]=[CH:21][CH:20]=1)([C:13]1[CH:14]=[CH:15][CH:16]=[CH:17][CH:18]=1)[CH2:6][CH2:7][C:8]([OH:10])=[O:9])#[N:2] |f:1.2|. Procedure details: To a solution of ethyl 6-cyano-4,4-diphenylhexanoate (25.5 g) in ethanol (400 ml) was added 1N-aqueous sodium hydroxide solution (120 ml) and the mixture was heated and stirred at 60° C. for 1 hour. After completion of the reaction, the reaction mixture was concentrated under reduced pressure and the group was made acidic to with 1N-hydrochloric acid and extracted with ethyl acetate (200 ml×2). The extract was washed with saturated aqueous sodium chloride solution, dried over anhydrous sodium su... Reactants: ClC=1C=CC(=C(C1)N1CCCCC1)[N+](=O)[O-] (1-(5-Chloro-2-nitro-phenyl)-piperidine), N1CCSCC1 (thiomorpholine), O (water). Run at temperature 140 celsius, time 40 hour. Product: [N+](=O)([O-])C1=C(C=C(C=C1)N1CCOCC1)N1CCCCC1 (4-(4-Nitro-3-piperidin-1-yl-phenyl)-morpholine). Yield: 66.0%. RXN SMILES: Cl[C:2]1[CH:3]=[CH:4][C:5]([N+:14]([O-:16])=[O:15])=[C:6]([N:8]2[CH2:13][CH2:12][CH2:11][CH2:10][CH2:9]2)[CH:7]=1.[NH:17]1[CH2:22][CH2:21]S[CH2:19][CH2:18]1.[OH2:23]>>[N+:14]([C:5]1[CH:4]=[CH:3][C:2]([N:17]2[CH2:22][CH2:21][O:23][CH2:19][CH2:18]2)=[CH:7][C:6]=1[N:8]1[CH2:13][CH2:12][CH2:11][CH2:10][CH2:9]1)([O-:16])=[O:15]. Reported procedure: A mixture of 172 mg (0.715 mmol) 1-(5-chloro-2-nitro-phenyl)-piperidine (as prepared in Example 4, step (a)) and 360 μL (3.58 mmol) of thiomorpholine were heated with stirring under Ar at 140° C. for 40 h. After cooling to RT, the mixture was poured into water (50 mL) and extracted with EtOAc (2×20 mL). The combined extracts were washed with water (3×50 mL) and brine (50 mL) and then dried (Na2SO4). Concentration and chromatography on a 10-g silica SPE column with 60% dichloromethane-hexane affo... Starting materials: Cl (hydrochloric acid), ClC1=CC=C(C(=O)NC2=CC=C(CN3N=C(C4=CC=CC=C34)CC(=O)OCC)C=C2)C=C1 (Ethyl 2-[1-[4-(4-chlorobenzamido)benzyl]-1H-indazol-3-yl]acetate), O (Water), O.[OH-].[Li+] (lithium hydroxide monohydrate). Solvent: O1CCCC1 (tetrahydrofuran), aqueous solution. Yields the product ClC1=CC=C(C(=O)NC2=CC=C(CN3N=C(C4=CC=CC=C34)CC(=O)O)C=C2)C=C1 (2-[1-[4-(4-chlorobenzamido)benzyl]-1H-indazol-3-yl]acetic acid). The yield is 96.6%. As a reaction SMILES: [Cl:1][C:2]1[CH:32]=[CH:31][C:5]([C:6]([NH:8][C:9]2[CH:30]=[CH:29][C:12]([CH2:13][N:14]3[C:22]4[C:17](=[CH:18][CH:19]=[CH:20][CH:21]=4)[C:16]([CH2:23][C:24]([O:26]CC)=[O:25])=[N:15]3)=[CH:11][CH:10]=2)=[O:7])=[CH:4][CH:3]=1.O.[OH-].[Li+].O.Cl>O1CCCC1>[Cl:1][C:2]1[CH:3]=[CH:4][C:5]([C:6]([NH:8][C:9]2[CH:30]=[CH:29][C:12]([CH2:13][N:14]3[C:22]4[C:17](=[CH:18][CH:19]=[CH:20][CH:21]=4)[C:16]([CH2:23][C:24]([OH:26])=[O:25])=[N:15]3)=[CH:11][CH:10]=2)=[O:7])=[CH:31][CH:32]=1 |f:1.2.3|. Procedure details: Ethyl 2-[1-[4-(4-chlorobenzamido)benzyl]-1H-indazol-3-yl]acetate (159 mg, 0.355 mmol) was dissolved in tetrahydrofuran (10 mL). In an ice bath, 10 mL aqueous solution dissolving lithium hydroxide monohydrate (42 mg, 1.0 mmol) was added. It was reacted at room temperature for 3 h, and the reaction was monitored to be complete by TLC. Water was added into the system, and adjusted to pH≈3-4 with diluted hydrochloric acid. A solid precipitated. It was filtered, and dried to obtain a white solid 144 ... Starting materials: C(C)(C)(C)C1=CC=C(C=C1)N1C([C@H](OCC1)[C@H](C(=O)NC1=C(C=C(C=C1)C(N)=NO)Cl)O)=O ((2R)-2-[(2R)-4-(4-tert-butylphenyl)-3-oxomorpholin-2-yl]-N-[2-chloro-4-(N′-hydroxyamidino)phenyl]-2-hydroxyacetamide), CC(=O)O (AcOH). Reagents/catalysts: [Ni] (Ni). Run in CCO (EtOH). Reaction conditions: time 3 hour. The product is C(C)(=O)O.C(N)(=N)C1=CC(=C(C=C1)NC([C@H](O)[C@@H]1C(N(CCO1)C1=CC=C(C=C1)C(C)(C)C)=O)=O)Cl ((2R)—N-(4-amidino-2-chlorophenyl)-2-[(2R)-4-(4-tert-butylphenyl)-3-oxomorpholin-2-yl]-2-hydroxyacetamide acetate). Reaction SMILES: [C:1]([C:5]1[CH:10]=[CH:9][C:8]([N:11]2[CH2:16][CH2:15][O:14][C@H:13]([C@@H:17]([OH:32])[C:18]([NH:20][C:21]3[CH:26]=[CH:25][C:24]([C:27](=[N:29]O)[NH2:28])=[CH:23][C:22]=3[Cl:31])=[O:19])[C:12]2=[O:33])=[CH:7][CH:6]=1)([CH3:4])([CH3:3])[CH3:2].[CH3:34][C:35]([OH:37])=[O:36]>CCO.[Ni]>[C:35]([OH:37])(=[O:36])[CH3:34].[C:27]([C:24]1[CH:25]=[CH:26][C:21]([NH:20][C:18](=[O:19])[C@@H:17]([C@H:13]2[O:14][CH2:15][CH2:16][N:11]([C:8]3[CH:9]=[CH:10][C:5]([C:1]([CH3:4])([CH3:2])[CH3:3])=[CH:6][CH:7]=3)[C:12]2=[O:33])[OH:32])=[C:22]([Cl:31])[CH:23]=1)(=[NH:28])[NH2:29] |f:4.5|. Reported procedure: To a solution of compound 66-2 (19 mg) in EtOH (3 mL), were added cat. Raney-Ni and AcOH (0.1 mL). The mixture was stirred under hydrogen atmosphere for 3 hours at room temperature. The mixture was filtered with Celite® pad to remove catalyst. The filtrate was concentrated with toluene in vacuo. The residue was dried by vacuum pump to obtain EXAMPLE 66 (15 mg) as a colorless amorphous solid.